This data is from the Open Reaction Database (ORD), a public repository of structured organic reaction records. The task is: describe an organic reaction: reactants, conditions, products, and yield Starting materials: BrC=1SC=CN1 (2-bromothiazole), BrC1=CC=C(C(=O)N(C)OC)C=C1 (4-bromo-N-methoxy-N-methylbenzamide). Yields the product BrC1=CC=C(C=C1)C(=O)C=1SC=CN1 ((4-Bromophenyl)(1,3-thiazol-2-yl)methanone). Isolated yield 98.0%. RXN SMILES: Br[C:2]1[S:3][CH:4]=[CH:5][N:6]=1.[Br:7][C:8]1[CH:19]=[CH:18][C:11]([C:12](N(OC)C)=[O:13])=[CH:10][CH:9]=1>>[Br:7][C:8]1[CH:19]=[CH:18][C:11]([C:12]([C:2]2[S:3][CH:4]=[CH:5][N:6]=2)=[O:13])=[CH:10][CH:9]=1. Reported procedure: The title compound was prepared from 2-bromothiazole and 4-bromo-N-methoxy-N-methylbenzamide following the general method of Method 1. The crude product was purified by column chromatography on silica gel using petroleum ether/ethyl acetate, 7:3, as the eluent affording 0.52 g (98% yield) of the title compound as a yellow crystals: mp 74-75° C.; 1H NMR (400 MHz, CDCl3) δ 8.32 (m, 2 H), 8.02 (d, J=3.0 Hz, 1 H), 7.67 (d, J=3.0 Hz, 1 H), 7.60 (m, 2 H); 13C NMR (100.5 MHz, CDCl3) δ 183.4, 167.9, 145... Starting materials: CC(C)CC(C)(Cl)N=NC(C)(C)C, CC(C)O, [Na+], O, N#C[S-]. The product is CC(C)CC(C)(N=C=S)N=NC(C)(C)C. As a reaction SMILES: [C:5]([CH3:6])([CH3:7])([CH3:8])[N:9]=[N:10][C:11]([CH3:12])([CH2:13][CH:14]([CH3:15])[CH3:16])[Cl:17].[CH:19]([OH:20])([CH3:21])[CH3:22].[Na+:1].[OH2:18].[S-:2][C:3]#[N:4]>>[S:2]=[C:3]=[N:4][C:11]([N:10]=[N:9][C:5]([CH3:6])([CH3:7])[CH3:8])([CH3:12])[CH2:13][CH:14]([CH3:15])[CH3:16]. Starting materials: C(#N)C1=CC=C(C=C1)C1=CC=C(C=C1)CCCCC (4-cyano-4'-n-pentylbiphenyl), C(CO)O (ethylene glycol), [OH-].[Na+] (sodium hydroxide). The solvent is O (water). Run at temperature 125 celsius, time 8 hour. The product is C(CCCC)C1=CC=C(C=C1)C1=CC=C(C(=O)O)C=C1 (4-(4-n-pentylphenyl)-benzoic acid). Reaction SMILES: C(C1[CH:8]=[CH:7][C:6]([C:9]2[CH:14]=[CH:13][C:12]([CH2:15][CH2:16][CH2:17][CH2:18][CH3:19])=[CH:11][CH:10]=2)=[CH:5][CH:4]=1)#N.[CH2:20]([OH:23])[CH2:21]O.[OH-:24].[Na+]>O>[CH2:15]([C:12]1[CH:13]=[CH:14][C:9]([C:6]2[CH:7]=[CH:8][C:21]([C:20]([OH:23])=[O:24])=[CH:4][CH:5]=2)=[CH:10][CH:11]=1)[CH2:16][CH2:17][CH2:18][CH3:19] |f:2.3|. Procedure details: 5 g. 4-cyano-4'-n-pentylbiphenyl in a mixture of 90 ml. ethylene glycol, 18 ml. water and 3.2 g. sodium hydroxide are heated while stirring to 125° C. for 8 hours. After cooling, the reaction mixture is filtered, the residue suspended in 50 ml. ethanol and acidified with 5% hydrochloric acid to a pH of about 2. The reaction mixture is further stirred for 4 hours at room temperature, then filtered and the residue washed with ethanol. The 4-(4-n-pentylphenyl)-benzoic acid obtained is recrystallize... The reactants are NC(=O)N (urea), C(CCCCC)N (n-hexylamine). Yields the product C(CCCCC)NC(=O)N (monohexylurea). As a reaction SMILES: [NH2:1][C:2]([NH2:4])=[O:3].[CH2:5](N)[CH2:6][CH2:7][CH2:8][CH2:9][CH3:10]>>[CH2:5]([NH:1][C:2]([NH2:4])=[O:3])[CH2:6][CH2:7][CH2:8][CH2:9][CH3:10]. Procedure: A mixture of 6.0 g (0.1 mole) of urea and 11.1 g (0.11 mole) of n-hexylamine was heated at 130°-135° C. for 4 hours to form monohexylurea. Without isolation, the reaction mixture was cooled to 70° C., and 31.0 g (0.21 mole) of chloral was slowly added while the temperature was maintained below 80° C. using external cooling. The reaction mixture was vigorously stirred and heated at 80°-85° C. for 1 hour. On cooling 43.9 g of a viscous syrupy product was isolated. The reactants are Brc1ncc(Br)n2ccnc12, Br, CC(C)O, COc1cc(N)ccc1C(=O)NCc1ccc(C)nc1, [Na+], O=C([O-])O, O. Yields the product COc1cc(Nc2ncc(Br)n3ccnc23)ccc1C(=O)NCc1ccc(C)nc1. As a reaction SMILES: [Br:1][c:2]1[cH:3][n:4][c:5]([Br:11])[c:6]2[n:7]1[cH:8][cH:9][n:10]2.[BrH:32].[CH:38]([OH:39])([CH3:40])[CH3:41].[NH2:12][c:13]1[cH:14][c:15]([O:30][CH3:31])[c:16]([C:17](=[O:18])[NH:19][CH2:20][c:21]2[cH:22][n:23][c:24]([CH3:27])[cH:25][cH:26]2)[cH:28][cH:29]1.[Na+:37].[O-:33][C:34]([OH:35])=[O:36].[OH2:42]>>[Br:1][c:2]1[cH:3][n:4][c:5]([NH:12][c:13]2[cH:14][c:15]([O:30][CH3:31])[c:16]([C:17](=[O:18])[NH:19][CH2:20][c:21]3[cH:22][n:23][c:24]([CH3:27])[cH:25][cH:26]3)[cH:28][cH:29]2)[c:6]2[n:7]1[cH:8][cH:9][n:10]2.